This data is from the Open Reaction Database (ORD), a public repository of structured organic reaction records. The task is: describe an organic reaction: reactants, conditions, products, and yield Reactants: O=C([O-])[O-], CCC(CC)OC(=O)OCCl, CN(C)C=O, CCOC(C)=O, [K+], [K+], C=C(C)COC(=O)N=C(N)c1ccc(NC(c2nn(-c3ncccn3)c(=O)[nH]2)c2cc(OC)cc(OCCOC(C)=O)c2F)cc1, O. Yields the product C=C(C)COC(=O)N=C(N)c1ccc(NC(c2nc(OCOC(=O)OC(CC)CC)n(-c3ncccn3)n2)c2cc(OC)cc(OCCOC(C)=O)c2F)cc1. Reaction SMILES: [C:58](=[O:59])([O-:60])[O-:61].[CH2:47]([CH3:48])[CH:49]([CH2:50][CH3:51])[O:52][C:53]([O:54][CH2:55][Cl:56])=[O:57].[CH3:64][N:65]([CH3:66])[CH:67]=[O:68].[CH3:70][CH2:71][O:72][C:73](=[O:74])[CH3:75].[K+:62].[K+:63].[NH2:1][C:2]([c:3]1[cH:4][cH:5][c:6]([NH:9][CH:10]([c:11]2[c:12]([F:26])[c:13]([O:14][CH2:15][CH2:16][O:17][C:18]([CH3:19])=[O:20])[cH:21][c:22]([O:24][CH3:25])[cH:23]2)[c:27]2[n:28][n:29](-[c:33]3[n:34][cH:35][cH:36][cH:37][n:38]3)[c:30](=[O:32])[nH:31]2)[cH:7][cH:8]1)=[N:39][C:40](=[O:41])[O:42][CH2:43][C:44](=[CH2:45])[CH3:46].[OH2:69]>>[NH2:1][C:2]([c:3]1[cH:4][cH:5][c:6]([NH:9][CH:10]([c:11]2[c:12]([F:26])[c:13]([O:14][CH2:15][CH2:16][O:17][C:18]([CH3:19])=[O:20])[cH:21][c:22]([O:24][CH3:25])[cH:23]2)[c:27]2[n:28][n:29](-[c:33]3[n:34][cH:35][cH:36][cH:37][n:38]3)[c:30]([O:32][CH2:55][O:54][C:53]([O:52][CH:49]([CH2:47][CH3:48])[CH2:50][CH3:51])=[O:57])[n:31]2)[cH:7][cH:8]1)=[N:39][C:40](=[O:41])[O:42][CH2:43][C:44](=[CH2:45])[CH3:46]. Reactants: ClC=1C=CC(=C(CN2C3=C(NCC2)N=CC(=C3)C3=CC=C(C(=O)O)C=C3)C1)C(F)(F)F (4-{1-[5-chloro-2-(trifluoromethyl)benzyl]-1,2,3,4-tetrahydropyrido[2,3-b]pyrazin-7-yl}benzoic acid), FC(OC1=CC=C(CN)C=C1)(F)F (4-(trifluoromethoxy)benzylamine). The product is ClC=1C=CC(=C(CN2C3=C(NCC2)N=CC(=C3)C3=CC=C(C(=O)NCC2=CC=C(C=C2)OC(F)(F)F)C=C3)C1)C(F)(F)F (4-{1-[5-Chloro-2-(trifluoromethyl)benzyl]-1,2,3,4-tetrahydropyrido[2,3-b]pyrazin-7-yl}-N-[4-(trifluoromethoxy)benzyl]benzamide). Reaction SMILES: [Cl:1][C:2]1[CH:3]=[CH:4][C:5]([C:28]([F:31])([F:30])[F:29])=[C:6]([CH:27]=1)[CH2:7][N:8]1[CH2:13][CH2:12][NH:11][C:10]2[N:14]=[CH:15][C:16]([C:18]3[CH:26]=[CH:25][C:21]([C:22](O)=[O:23])=[CH:20][CH:19]=3)=[CH:17][C:9]1=2.[F:32][C:33]([F:44])([F:43])[O:34][C:35]1[CH:42]=[CH:41][C:38]([CH2:39][NH2:40])=[CH:37][CH:36]=1>>[Cl:1][C:2]1[CH:3]=[CH:4][C:5]([C:28]([F:31])([F:29])[F:30])=[C:6]([CH:27]=1)[CH2:7][N:8]1[CH2:13][CH2:12][NH:11][C:10]2[N:14]=[CH:15][C:16]([C:18]3[CH:26]=[CH:25][C:21]([C:22]([NH:40][CH2:39][C:38]4[CH:41]=[CH:42][C:35]([O:34][C:33]([F:32])([F:43])[F:44])=[CH:36][CH:37]=4)=[O:23])=[CH:20][CH:19]=3)=[CH:17][C:9]1=2. Reported procedure: 4-{1-[5-chloro-2-(trifluoromethyl)benzyl]-1,2,3,4-tetrahydropyrido[2,3-b]pyrazin-7-yl}benzoic acid was reacted with 4-(trifluoromethoxy)benzylamine as in General Procedure 10 to give the title compound. LCMS: m/z=620.95 (M+H+); retention time=1.03 minutes. Reactants: C(C)(C)(C)OC(=O)N([C@H](C(=O)O)CC(C)(C)C)C ((S)-2-(tert-butoxycarbonyl(methyl)amino)-4,4-dimethylpentanoic acid), FC(C1=CC=C(C=C1)N1C[C@@H]2[C@H](C1)[C@H](CC2)N)(F)F ((3aR,4S,6aS)-2-[4-(trifluoromethyl)phenyl]octahydrocyclopenta[c]pyrrol-4-amine), FC(C1=CC=CC(=N1)N1C[C@@H]2[C@H](C1)[C@H](CC2)N)(F)F ((3aR,4S,6aS)-2-(6-(trifluoromethyl)pyridin-2-yl)octahydrocyclopenta[c]pyrrol-4-amine). The product is CNCC(=O)N[C@H]1CC[C@@H]2CN(C[C@@H]21)C2=CC=C(C=C2)C(F)(F)F (N2-methyl-N-{(3aR,4S,6aS)-2-[4-(trifluoromethyl)phenyl]octahydrocyclopenta[c]pyrrol-4-yl}glycinamide). RXN SMILES: C(O[C:6]([N:8](C)[C@@H:9](CC(C)(C)C)[C:10](O)=[O:11])=O)(C)(C)C.[F:19][C:20]([F:37])([F:36])[C:21]1[CH:26]=[CH:25][C:24]([N:27]2[CH2:31][C@@H:30]3[C@@H:32]([NH2:35])[CH2:33][CH2:34][C@@H:29]3[CH2:28]2)=[CH:23][CH:22]=1.FC(F)(F)C1N=C(N2C[C@@H]3[C@@H](N)CC[C@@H]3C2)C=CC=1>>[CH3:6][NH:8][CH2:9][C:10]([NH:35][C@@H:32]1[C@@H:30]2[C@@H:29]([CH2:28][N:27]([C:24]3[CH:23]=[CH:22][C:21]([C:20]([F:19])([F:36])[F:37])=[CH:26][CH:25]=3)[CH2:31]2)[CH2:34][CH2:33]1)=[O:11]. Procedure: The title compound was prepared by substituting N-(tert-butoxycarbonyl)-N-methyl-L-glycine for (S)-2-(tert-butoxycarbonyl(methyl)amino)-4,4-dimethylpentanoic acid and (3aR,4S,6aS)-2-[4-(trifluoromethyl)phenyl]octahydrocyclopenta[c]pyrrol-4-amine from Example 607 for (3aR,4S,6aS)-2-(6-(trifluoromethyl)pyridin-2-yl)octahydrocyclopenta[c]pyrrol-4-amine in the procedure described in Example 587: 1H NMR (400 MHz, pyridine-d5) δ ppm 8.11 (d, J=7.3, 1H), 7.57 (d, J=8.6, 2H), 6.61 (d, J=8.7, 2H), 4.42-4... Reactants: NC(=O)C=1C=C(C=C2C(=NC=NC12)NCC=1C=C(C=CC1)NC(OC(C)(C)C)=O)C(CO)O (tert-butyl [3-({[8-(aminocarbonyl)-6-(1,2-dihydroxyethyl)quinazolin-4-yl]amino}methyl)phenyl]carbamate), Cl (hydrogen chloride), O1CCOCC1 (dioxane). Run in CO (methanol). Run at time 1 hour. The product is NC=1C=C(CNC2=NC=NC3=C(C=C(C=C23)C(CO)O)C(=O)N)C=CC1 (4-(3-Amino-benzylamino)-6-(1,2-dihydroxy-ethyl)-quinazoline-8-carboxylic acid amide). As a reaction SMILES: [NH2:1][C:2]([C:4]1[CH:5]=[C:6]([CH:30]([OH:33])[CH2:31][OH:32])[CH:7]=[C:8]2[C:13]=1[N:12]=[CH:11][N:10]=[C:9]2[NH:14][CH2:15][C:16]1[CH:17]=[C:18]([NH:22]C(=O)OC(C)(C)C)[CH:19]=[CH:20][CH:21]=1)=[O:3].Cl.O1CCOCC1>CO>[NH2:22][C:18]1[CH:17]=[C:16]([CH:21]=[CH:20][CH:19]=1)[CH2:15][NH:14][C:9]1[C:8]2[C:13](=[C:4]([C:2]([NH2:1])=[O:3])[CH:5]=[C:6]([CH:30]([OH:33])[CH2:31][OH:32])[CH:7]=2)[N:12]=[CH:11][N:10]=1. Procedure details: To a solution of tert-butyl [3-({[8-(aminocarbonyl)-6-(1,2-dihydroxyethyl)quinazolin-4-yl]amino}methyl)phenyl]carbamate (25.00 mg; 0.06 mmol; 1.00 eq.) in methanol was added 4.0M hydrogen chloride in dioxane (0.14 ml; 4.00 M; 0.55 mmol; 10.00 eq.). The reaction mixture was stirred at RT for 1 h and evaporated off the solvent to obtain the title compound MS (M+1) 354 The product is O=[N+]([O-])CS(=O)c1cccc2c1oc1ccccc12. Reactants: COCCOC, O=[N+]([O-])CSc1cccc2c1oc1ccccc12, O. As a reaction SMILES: [CH3:20][O:21][CH2:22][CH2:23][O:24][CH3:25].[N+:1](=[O:2])([O-:3])[CH2:4][S:5][c:6]1[cH:7][cH:8][cH:9][c:10]2[c:11]1[o:12][c:13]1[c:14]2[cH:15][cH:16][cH:17][cH:18]1.[OH2:19]>>[N+:1](=[O:2])([O-:3])[CH2:4][S:5]([c:6]1[cH:7][cH:8][cH:9][c:10]2[c:11]1[o:12][c:13]1[c:14]2[cH:15][cH:16][cH:17][cH:18]1)=[O:19]. Starting materials: CN(C)S(=O)(=O)c1cc(F)ccc1CBr, N#C[Na], CN(C)C=O, O. The product is CN(C)S(=O)(=O)c1cc(F)ccc1CC#N. Reaction SMILES: [Br:1][CH2:2][c:3]1[c:4]([S:10](=[O:11])(=[O:12])[N:13]([CH3:14])[CH3:15])[cH:5][c:6]([F:9])[cH:7][cH:8]1.[Na:17][C:18]#[N:19].[O:20]=[CH:21][N:22]([CH3:23])[CH3:24].[OH2:16]>>[CH2:2]([c:3]1[c:4]([S:10](=[O:11])(=[O:12])[N:13]([CH3:14])[CH3:15])[cH:5][c:6]([F:9])[cH:7][cH:8]1)[C:18]#[N:19]. The product is CC(C)(C)OC(=O)N1CCC2(CC1)CC(=NO)c1ccccc1O2. RXN SMILES: [CH3:27][OH:28].[CH3:29][CH2:30][O:31][C:32](=[O:33])[CH3:34].[NH2:24][OH:25].[O:1]=[C:2]1[CH2:3][C:4]2([O:5][c:6]3[cH:7][cH:8][cH:9][cH:10][c:11]31)[CH2:12][CH2:13][N:14]([C:17](=[O:18])[O:19][C:20]([CH3:21])([CH3:22])[CH3:23])[CH2:15][CH2:16]2.[OH2:26]>>[C:2]1(=[N:24][OH:25])[CH2:3][C:4]2([O:5][c:6]3[cH:7][cH:8][cH:9][cH:10][c:11]31)[CH2:12][CH2:13][N:14]([C:17](=[O:18])[O:19][C:20]([CH3:21])([CH3:22])[CH3:23])[CH2:15][CH2:16]2. Reactants: CO, CCOC(C)=O, NO, CC(C)(C)OC(=O)N1CCC2(CC1)CC(=O)c1ccccc1O2, O.